Task: describe an organic reaction: reactants, conditions, products, and yield. Dataset: the Open Reaction Database (ORD), a public repository of structured organic reaction records Reactants: [Br-], CCCC[N+](CCCC)(CCCC)CCCC, Cc1ccccc1, COS(=O)(=O)OC, O=S1C=Nc2c(Cl)cccc21, [Na+], [OH-], O. The product is CN1CS(=O)c2cccc(Cl)c21. As a reaction SMILES: [Br-:29].[CH2:30]([N+:31]([CH2:32][CH2:33][CH2:34][CH3:35])([CH2:36][CH2:37][CH2:38][CH3:39])[CH2:40][CH2:41][CH2:42][CH3:43])[CH2:44][CH2:45][CH3:46].[CH3:14][c:15]1[cH:16][cH:17][cH:18][cH:19][cH:20]1.[CH3:21][O:22][S:23]([O:24][CH3:25])(=[O:26])=[O:27].[Cl:1][c:2]1[cH:3][cH:4][cH:5][c:6]2[c:7]1[N:8]=[CH:9][S:10]2=[O:11].[Na+:13].[OH-:12].[OH2:28]>>[Cl:1][c:2]1[cH:3][cH:4][cH:5][c:6]2[c:7]1[N:8]([CH3:14])[CH2:9][S:10]2=[O:11]. The reactants are C(CC(O)(C(=O)O)CC(=O)O)(=O)O (citric acid), BrC1=C(C=CC(=C1)OC(F)(F)F)O (2-Bromo-4-(trifluoromethoxy)phenol), C1(CCC1)Br (cyclobutyl bromide), C([O-])([O-])=O.[K+].[K+] (Potassium carbonate). Run in CN(C=O)C (dimethylformamide). Run at temperature 50 celsius, time 16 hour. Product: BrC=1C=C(C=CC1OC1CCC1)OC(F)(F)F (3-Bromo-4-(cyclobutyloxy)trifluoroanisole). Yield: 91.0%. RXN SMILES: [Br:1][C:2]1[CH:7]=[C:6]([O:8][C:9]([F:12])([F:11])[F:10])[CH:5]=[CH:4][C:3]=1[OH:13].[CH:14]1(Br)[CH2:17][CH2:16][CH2:15]1.C(=O)([O-])[O-].[K+].[K+].C(O)(=O)CC(CC(O)=O)(C(O)=O)O>CN(C)C=O>[Br:1][C:2]1[CH:7]=[C:6]([O:8][C:9]([F:11])([F:12])[F:10])[CH:5]=[CH:4][C:3]=1[O:13][CH:14]1[CH2:17][CH2:16][CH2:15]1 |f:2.3.4|. Procedure: 2-Bromo-4-(trifluoromethoxy)phenol (Description 11; 1.5 g, 5.83 mmol) and cyclobutyl bromide (3.0 g, 17.5 mmol) were dissolved in dimethylformamide (10 ml). Potassium carbonate (4.85 g, 35 mmol) was added and the solution was stirred at 50° C. for 16 h. The solution was allowed to cool to ambient temperature, poured into a 10% citric acid solution (50 ml) and extracted with ethyl acetate (2×100 ml). The combined organic layers were washed with water and dried over sodium sulphate. Removal of the... The reactants are Cl.COC([C@@H](NC([C@H](NC)CC1=CC=CC=C1)=O)CC1=CNC2=CC=CC=C12)=O (N-methyl-(D)-phenylalanyl-(L)-tryptophan methyl ester hydrochloride), C1(=CC=CC=C1)C1=CC=C(C(=O)O)C=C1 (4-phenylbenzoic acid), methyl ester. The product is C1(=CC=CC=C1)C1=CC=C(C(=O)N([C@H](CC2=CC=CC=C2)C(=O)N[C@@H](CC2=CNC3=CC=CC=C23)C(=O)O)C)C=C1 (N-(4-phenylbenzoyl)-N-methyl-(D)-phenylalanyl-(L)-tryptophan). As a reaction SMILES: Cl.C[O:3][C:4](=[O:29])[C@H:5]([CH2:19][C:20]1[C:28]2[C:23](=[CH:24][CH:25]=[CH:26][CH:27]=2)[NH:22][CH:21]=1)[NH:6][C:7](=[O:18])[C@@H:8]([CH2:11][C:12]1[CH:17]=[CH:16][CH:15]=[CH:14][CH:13]=1)[NH:9][CH3:10].[C:30]1([C:36]2[CH:44]=[CH:43][C:39]([C:40](O)=[O:41])=[CH:38][CH:37]=2)[CH:35]=[CH:34][CH:33]=[CH:32][CH:31]=1>>[C:30]1([C:36]2[CH:37]=[CH:38][C:39]([C:40]([N:9]([CH3:10])[C@@H:8]([C:7]([NH:6][C@H:5]([C:4]([OH:3])=[O:29])[CH2:19][C:20]3[C:28]4[C:23](=[CH:24][CH:25]=[CH:26][CH:27]=4)[NH:22][CH:21]=3)=[O:18])[CH2:11][C:12]3[CH:13]=[CH:14][CH:15]=[CH:16][CH:17]=3)=[O:41])=[CH:43][CH:44]=2)[CH:31]=[CH:32][CH:33]=[CH:34][CH:35]=1 |f:0.1|. Procedure: Coupling of N-methyl-(D)-phenylalanyl-(L)-tryptophan methyl ester hydrochloride (see example 1) with 4-phenylbenzoic acid according to example 12 followed by hydrolysis of the methyl ester moiety according to example 1 gives N-(4-phenylbenzoyl)-N-methyl-(D)-phenylalanyl-(L)-tryptophan; FAB-MS m/e 546 (M+H)+.